From a dataset of the Open Reaction Database (ORD), a public repository of structured organic reaction records. describe an organic reaction: reactants, conditions, products, and yield The reactants are [Br-], O=C1C(Br)=C(Br)C(=O)N1c1ccccc1, C[Mg+], O=C1NC(=O)C(c2cn3c4c(cccc24)CCC3)C1c1c[nH]c2ccccc12, c1ccc2[nH]ccc2c1. The product is O=C1C(Br)=C(c2c[nH]c3ccccc23)C(=O)N1c1ccccc1. Reaction SMILES: [Br-:53].[Br:38][C:39]1=[C:43]([Br:44])[C:42](=[O:45])[N:41]([c:46]2[cH:47][cH:48][cH:49][cH:50][cH:51]2)[C:40]1=[O:52].[CH3:54][Mg+:55].[c:1]1([CH:2]2[CH:3]([c:4]3[c:5]4[c:6]([cH:7][cH:8][cH:9][cH:10]4)[nH:11][cH:12]3)[C:13](=[O:14])[NH:15][C:16]2=[O:17])[c:18]2[c:19]3[c:20]([cH:21][cH:22][cH:23]2)[CH2:24][CH2:25][CH2:26][n:27]3[cH:28]1.[cH:29]1[cH:30][cH:31][c:32]2[nH:33][cH:34][cH:35][c:36]2[cH:37]1>>[cH:29]1[cH:30][cH:31][c:32]2[nH:33][cH:34][c:35]([C:43]3=[C:39]([Br:38])[C:40](=[O:52])[N:41]([c:46]4[cH:47][cH:48][cH:49][cH:50][cH:51]4)[C:42]3=[O:45])[c:36]2[cH:37]1. Starting materials: [OH-].[Na+] (NaOH), C(C)OC(=O)C=1N=C(SC1)N1CCC(CC1)O (2-(4-hydroxy-piperidin-1-yl)-thiazole-4-carboxylic acid ethyl ester), OS(=O)(=O)[O-].[Na+] (NaHSO4). The solvent is CO (MeOH). Reaction conditions: time 8 hour. Yields the product OC1CCN(CC1)C=1SC=C(N1)C(=O)O (2-(4-hydroxy-piperidin-1-yl)-thiazole-4-carboxylic acid). Yield: 90.0%. Reaction SMILES: C([O:3][C:4]([C:6]1[N:7]=[C:8]([N:11]2[CH2:16][CH2:15][CH:14]([OH:17])[CH2:13][CH2:12]2)[S:9][CH:10]=1)=[O:5])C.[OH-].[Na+].OS([O-])(=O)=O.[Na+]>CO>[OH:17][CH:14]1[CH2:15][CH2:16][N:11]([C:8]2[S:9][CH:10]=[C:6]([C:4]([OH:5])=[O:3])[N:7]=2)[CH2:12][CH2:13]1 |f:1.2,3.4|. Procedure details: The 2-(4-hydroxy-piperidin-1-yl)-thiazole-4-carboxylic acid ethyl ester mixture from step a was dissolved in MeOH (10 mL). To this was added NaOH (2 M, 5.00 mL). The reaction mixture was stirred overnight, then diluted 1M NaHSO4 (30 mL). This solution was extracted with EtOAc (3×50 mL), and the combined organic layers were dried over Na2SO4, filtered, and concentrated to give the product (433 mg, 1.90 mmol, 90%) as a white solid.